Task: describe an organic reaction: reactants, conditions, products, and yield. Dataset: the Open Reaction Database (ORD), a public repository of structured organic reaction records Reactants: COc1ccc2c(Cl)nc(Nc3cc(C)[nH]n3)cc2c1OC, N#Cc1ccc(O)cc1. Product: COc1ccc2c(Oc3ccc(C#N)cc3)nc(Nc3cc(C)[nH]n3)cc2c1OC. Reaction SMILES: [Cl:10][c:11]1[n:12][c:13]([NH:25][c:26]2[n:27][nH:28][c:29]([CH3:31])[cH:30]2)[cH:14][c:15]2[c:16]([O:23][CH3:24])[c:17]([O:21][CH3:22])[cH:18][cH:19][c:20]12.[OH:1][c:2]1[cH:3][cH:4][c:5]([C:6]#[N:7])[cH:8][cH:9]1>>[O:1]([c:2]1[cH:3][cH:4][c:5]([C:6]#[N:7])[cH:8][cH:9]1)[c:11]1[n:12][c:13]([NH:25][c:26]2[n:27][nH:28][c:29]([CH3:31])[cH:30]2)[cH:14][c:15]2[c:16]([O:23][CH3:24])[c:17]([O:21][CH3:22])[cH:18][cH:19][c:20]12. Starting materials: C1COCCO1, COc1ccc(B(O)O)cn1, CCO, CCCOCCn1c(=O)c(N2CCN(CCO)CC2)nc2cnc(Cl)cc21, [Na+], [Na+], O=C([O-])[O-], [Pd], c1ccc(P(c2ccccc2)c2ccccc2)cc1, c1ccc(P(c2ccccc2)c2ccccc2)cc1, c1ccc(P(c2ccccc2)c2ccccc2)cc1, c1ccc(P(c2ccccc2)c2ccccc2)cc1. Yields the product CCCOCCn1c(=O)c(N2CCN(CCO)CC2)nc2cnc(-c3ccc(OC)nc3)cc21. As a reaction SMILES: [CH2:39]1[O:40][CH2:41][CH2:42][O:43][CH2:44]1.[CH3:28][O:29][c:30]1[n:31][cH:32][c:33]([B:36]([OH:37])[OH:38])[cH:34][cH:35]1.[CH3:45][CH2:46][OH:47].[Cl:1][c:2]1[cH:3][c:4]2[c:5]([n:6][c:7]([N:17]3[CH2:18][CH2:19][N:20]([CH2:23][CH2:24][OH:25])[CH2:21][CH2:22]3)[c:8](=[O:16])[n:9]2[CH2:10][CH2:11][O:12][CH2:13][CH2:14][CH3:15])[cH:26][n:27]1.[Na+:48].[Na+:49].[O-:50][C:51](=[O:52])[O-:53].[Pd:54].[c:112]1([P:113]([c:114]2[cH:115][cH:116][cH:117][cH:118][cH:119]2)[c:120]2[cH:121][cH:122][cH:123][cH:124][cH:125]2)[cH:126][cH:127][cH:128][cH:129][cH:130]1.[c:55]1([P:56]([c:57]2[cH:58][cH:59][cH:60][cH:61][cH:62]2)[c:63]2[cH:64][cH:65][cH:66][cH:67][cH:68]2)[cH:69][cH:70][cH:71][cH:72][cH:73]1.[c:74]1([P:75]([c:76]2[cH:77][cH:78][cH:79][cH:80][cH:81]2)[c:82]2[cH:83][cH:84][cH:85][cH:86][cH:87]2)[cH:88][cH:89][cH:90][cH:91][cH:92]1.[c:93]1([P:94]([c:95]2[cH:96][cH:97][cH:98][cH:99][cH:100]2)[c:101]2[cH:102][cH:103][cH:104][cH:105][cH:106]2)[cH:107][cH:108][cH:109][cH:110][cH:111]1>>[c:2]1(-[c:33]2[cH:32][n:31][c:30]([O:29][CH3:28])[cH:35][cH:34]2)[cH:3][c:4]2[c:5]([n:6][c:7]([N:17]3[CH2:18][CH2:19][N:20]([CH2:23][CH2:24][OH:25])[CH2:21][CH2:22]3)[c:8](=[O:16])[n:9]2[CH2:10][CH2:11][O:12][CH2:13][CH2:14][CH3:15])[cH:26][n:27]1.